From a dataset of the Open Reaction Database (ORD), a public repository of structured organic reaction records. describe an organic reaction: reactants, conditions, products, and yield Reactants: C(C1=CC=CC=C1)N1CCC2=CC(=CC=C12)O (1-benzylindolin-5-ol), O1CCC2=C1C=CC(=C2)N=C=O (2,3-dihydro-1-benzofuran-5-ylisocyanate), Example 2 ( 2 ). Yields the product O1CCC2=C1C=CC(=C2)NC(OC=2C=C1CCN(C1=CC2)CC2=CC=CC=C2)=O (1-benzylindolin-5-yl 2,3-dihydro-1-benzofuran-5-ylcarbamate), solid. The yield is 13.0%. RXN SMILES: [CH2:1]([N:8]1[C:16]2[C:11](=[CH:12][C:13]([OH:17])=[CH:14][CH:15]=2)[CH2:10][CH2:9]1)[C:2]1[CH:7]=[CH:6][CH:5]=[CH:4][CH:3]=1.[O:18]1[C:22]2[CH:23]=[CH:24][C:25]([N:27]=[C:28]=[O:29])=[CH:26][C:21]=2[CH2:20][CH2:19]1>>[O:18]1[C:22]2[CH:23]=[CH:24][C:25]([NH:27][C:28](=[O:29])[O:17][C:13]3[CH:12]=[C:11]4[C:16](=[CH:15][CH:14]=3)[N:8]([CH2:1][C:2]3[CH:3]=[CH:4][CH:5]=[CH:6][CH:7]=3)[CH2:9][CH2:10]4)=[CH:26][C:21]=2[CH2:20][CH2:19]1. Procedure details: The title compound was synthesized from 1-benzylindolin-5-ol (35.0 mg, 0.155 mmol) using the same procedure employed for Example 2 (2), but with 2,3-dihydro-1-benzofuran-5-ylisocyanate instead of 4-isopropylphenylisocyanate. The product was obtained as a white solid (9.0 mg, 13%) having the following characteristics. Reactants: C(=O)(O)[O-].[Na+] (NaHCO3), FC1=C(C(=O)OC)C=C(C=C1)NCCCCCC (methyl 2-fluoro-5-(hexylamino)benzoate), FC1=CC=C(C=C1)C#CC1=CC=C(C=O)C=C1 (4-[(4-fluorophenyl)ethynyl]benzaldehyde), C(C)(=O)O[BH-](OC(C)=O)OC(C)=O.[Na+] (sodium triacetoxyborohydride). Run in ClCCCl (DCE). Conditions: temperature 50 celsius. Product: FC1=C(C(=O)OC)C=C(C=C1)N(CCCCCC)CC1=CC=C(C=C1)C#CC1=CC=C(C=C1)F (methyl 2-fluoro-5-[{4-[(4-fluorophenyl)ethynyl]benzyl)-(hexyl)amino]benzoate). Isolated yield 32.0%. Reaction SMILES: [F:1][C:2]1[CH:11]=[CH:10][C:9]([NH:12][CH2:13][CH2:14][CH2:15][CH2:16][CH2:17][CH3:18])=[CH:8][C:3]=1[C:4]([O:6][CH3:7])=[O:5].[F:19][C:20]1[CH:25]=[CH:24][C:23]([C:26]#[C:27][C:28]2[CH:35]=[CH:34][C:31]([CH:32]=O)=[CH:30][CH:29]=2)=[CH:22][CH:21]=1.C(O[BH-](OC(=O)C)OC(=O)C)(=O)C.[Na+].C([O-])(O)=O.[Na+]>ClCCCl>[F:1][C:2]1[CH:11]=[CH:10][C:9]([N:12]([CH2:32][C:31]2[CH:30]=[CH:29][C:28]([C:27]#[C:26][C:23]3[CH:22]=[CH:21][C:20]([F:19])=[CH:25][CH:24]=3)=[CH:35][CH:34]=2)[CH2:13][CH2:14][CH2:15][CH2:16][CH2:17][CH3:18])=[CH:8][C:3]=1[C:4]([O:6][CH3:7])=[O:5] |f:2.3,4.5|. Procedure details: To a solution of methyl 2-fluoro-5-(hexylamino)benzoate (270 mg; 1.07 mmol) and 4-[(4-fluorophenyl)ethynyl]benzaldehyde (358 mg; 1.60 mmol, intermediate which may be obtained according to methods disclosed in EP03103780.7) in anhydrous DCE (15 mL) was added sodium triacetoxyborohydride (678 mg; 3.20 mmol) at rt. The reaction mixture was then heated at 50° C. for 14 h. It was then poured into a solution of saturated NaHCO3 and extracted twice with DCM. The combined organic phases were then washed...